Dataset: the Open Reaction Database (ORD), a public repository of structured organic reaction records. Task: describe an organic reaction: reactants, conditions, products, and yield The reactants are CCCCCCC, CC(=O)O, Fc1cc2nn(-c3ccc(Cl)cc3)c(Cl)c2cc1F, ClCCl, [Zn]. Product: Fc1cc2cn(-c3ccc(Cl)cc3)nc2cc1F. RXN SMILES: [CH3:20][CH2:21][CH2:22][CH2:23][CH2:24][CH2:25][CH3:26].[CH3:30][C:31](=[O:32])[OH:33].[Cl:1][c:2]1[n:3](-[c:13]2[cH:14][cH:15][c:16]([Cl:19])[cH:17][cH:18]2)[n:4][c:5]2[cH:6][c:7]([F:12])[c:8]([F:11])[cH:9][c:10]12.[Cl:27][CH2:28][Cl:29].[Zn:34]>>[cH:2]1[n:3](-[c:13]2[cH:14][cH:15][c:16]([Cl:19])[cH:17][cH:18]2)[n:4][c:5]2[cH:6][c:7]([F:12])[c:8]([F:11])[cH:9][c:10]12. Reactants: 11, CS(=O)(=O)OCCOC1=CC=C(C=C1)C1C(CN(CC1)C(=O)OC(C)(C)C)OCC1=CC2=CC=CC=C2C=C1 (tert-butyl (3RS,4RS)-4-[4-(2-methylsulphonyloxy-ethoxy)-phenyl]-3-(naphthalen-2-ylmethoxy)-piperidine-1-carboxylate), [Na].N1N=CN=C1 (1,2,4-triazole sodium salt). Run in CN(C=O)C (dimethylformamide). Reaction conditions: temperature 100 celsius. Yields the product C1=C(C=CC2=CC=CC=C12)COC1CN(CCC1C1=CC=C(C=C1)OCCN1N=CN=C1)C(=O)OC(C)(C)C (tert-butyl (3RS,4RS)-3-naphthalen-2-ylmethoxy-4-[4-(2-[1,2,4]triazol-1-yl-ethoxy)-phenyl]-piperidine-1-carboxylate). Yield: 85.0%. RXN SMILES: CS(O[CH2:6][CH2:7][O:8][C:9]1[CH:14]=[CH:13][C:12]([CH:15]2[CH2:20][CH2:19][N:18]([C:21]([O:23][C:24]([CH3:27])([CH3:26])[CH3:25])=[O:22])[CH2:17][CH:16]2[O:28][CH2:29][C:30]2[CH:39]=[CH:38][C:37]3[C:32](=[CH:33][CH:34]=[CH:35][CH:36]=3)[CH:31]=2)=[CH:11][CH:10]=1)(=O)=O.[Na].[NH:41]1[CH:45]=[N:44][CH:43]=[N:42]1>CN(C)C=O>[CH:31]1[C:32]2[C:37](=[CH:36][CH:35]=[CH:34][CH:33]=2)[CH:38]=[CH:39][C:30]=1[CH2:29][O:28][CH:16]1[CH:15]([C:12]2[CH:13]=[CH:14][C:9]([O:8][CH2:7][CH2:6][N:41]3[CH:45]=[N:44][CH:43]=[N:42]3)=[CH:10][CH:11]=2)[CH2:20][CH2:19][N:18]([C:21]([O:23][C:24]([CH3:25])([CH3:26])[CH3:27])=[O:22])[CH2:17]1 |f:1.2,^1:39|. Procedure details: A solution of 11 0 mg (0.2 mmol) of crude tert-butyl (3RS,4RS)-4-[4-(2-methylsulphonyloxy-ethoxy)-phenyl]-3-(naphthalen-2-ylmethoxy)-piperidine-1-carboxylate in 5 ml of dimethylformamide was treated with 70 mg (1.0 mmol) of 1,2,4-triazole sodium salt and the reaction mixture was heated to 100° C. for 6 hours. Subsequently, the mixture was cooled to room temperature and the dimethylformamide was distilled off in an oil pump vacuum. The residue was taken up in 10 ml of methylene chloride, washed w... Starting materials: CC(C)(C)OC(=O)c1ccc(C#N)cc1C(F)(F)F, ClCCl, O=C(O)C(F)(F)F. Product: N#Cc1ccc(C(=O)O)c(C(F)(F)F)c1. RXN SMILES: [C:8](#[N:9])[c:10]1[cH:11][c:12]([C:23]([F:24])([F:25])[F:26])[c:13]([C:14](=[O:15])[O:16][C:17]([CH3:18])([CH3:19])[CH3:20])[cH:21][cH:22]1.[Cl:27][CH2:28][Cl:29].[OH:1][C:2]([C:3]([F:4])([F:5])[F:6])=[O:7]>>[C:8](#[N:9])[c:10]1[cH:11][c:12]([C:23]([F:24])([F:25])[F:26])[c:13]([C:14](=[O:15])[OH:16])[cH:21][cH:22]1. Reactants: C1(=CC=CC=C1)C(=O)C1=CC=C(C=C1)B1OC(C(O1)(C)C)(C)C (phenyl[4-(4,4,5,5-tetramethyl-1,3,2-dioxaborolan-2-yl)phenyl]-methanone), IC1=NN(C2=NC=NC(=C21)N)[C@@H]2CC[C@@H](CC2)N2CCN(CC2)C (cis-3-iodo-1-[4-(4-methylpiperazino)cyclohexyl]-1H-pyrazolo[3,4-d]pyrimidin-4-amine), tetrakis(triphenyl-phosphine)palladium, C([O-])([O-])=O.[Na+].[Na+] (sodium carbonate), C(\C=C/C(=O)O)(=O)O (maleic acid). Solvent: COCCOC (ethylene glycol dimethyl ether), O (water), C(C)O (ethanol). Product: NC1=C2C(=NC=N1)N(N=C2C2=CC=C(C=C2)C(=O)C2=CC=CC=C2)[C@@H]2CC[C@@H](CC2)N2CCN(CC2)C (cis-(4-{4-amino-1-[4-(4-methylpiperazino)cyclohexyl]-1H-pyrazolo[3,4-d]pyrimidin-3-yl}phenyl)(phenyl)methanone), solid. Isolated yield 44.1%. RXN SMILES: [C:1]1([C:7]([C:9]2[CH:14]=[CH:13][C:12](B3OC(C)(C)C(C)(C)O3)=[CH:11][CH:10]=2)=[O:8])[CH:6]=[CH:5][CH:4]=[CH:3][CH:2]=1.I[C:25]1[C:33]2[C:28](=[N:29][CH:30]=[N:31][C:32]=2[NH2:34])[N:27]([C@H:35]2[CH2:40][CH2:39][C@@H:38]([N:41]3[CH2:46][CH2:45][N:44]([CH3:47])[CH2:43][CH2:42]3)[CH2:37][CH2:36]2)[N:26]=1.C(=O)([O-])[O-].[Na+].[Na+].C(O)(=O)/C=C\C(O)=O>COCCOC.O.C(O)C>[NH2:34][C:32]1[N:31]=[CH:30][N:29]=[C:28]2[N:27]([C@H:35]3[CH2:40][CH2:39][C@@H:38]([N:41]4[CH2:42][CH2:43][N:44]([CH3:47])[CH2:45][CH2:46]4)[CH2:37][CH2:36]3)[N:26]=[C:25]([C:12]3[CH:11]=[CH:10][C:9]([C:7]([C:1]4[CH:2]=[CH:3][CH:4]=[CH:5][CH:6]=4)=[O:8])=[CH:14][CH:13]=3)[C:33]=12 |f:2.3.4|. Procedure details: A mixture of phenyl[4-(4,4,5,5-tetramethyl-1,3,2-dioxaborolan-2-yl)phenyl]-methanone (Intermediate AL) (0.241 g, 0.00078 mol), cis-3-iodo-1-[4-(4-methylpiperazino)cyclohexyl]-1H-pyrazolo[3,4-d]pyrimidin-4-amine (Intermediate AC) (0.30 g, 0.00068 mol), tetrakis(triphenyl-phosphine)palladium (0.047 g, 0.000041 mol) and sodium carbonate (0.18 g, 0.0017 mol) was heated in a mixture of ethylene glycol dimethyl ether (10 mL) and water (5 mL) at 80° C. for 16 hours under an atmosphere of nitrogen. The ... The reactants are NC1=NNC=C1C(=O)C=1SC=CC1 ((3-Amino-1H-pyrazol-4-yl)-2-thienylmethanone), CN(C=CC(=O)C=1C=C(C=CC1)N(C(C)=O)C)C (N-[3-[3-(Dimethylamino)-1-oxo-2-propenyl]-phenyl]-N-methylacetamide). The solvent is C(C)(=O)O (acetic acid). Product: CN(C(C(=O)C=1SC=CC1)=C)C (β-Dimethylamino-1-(2-thienyl)-2-propen-1-one). Isolated yield 70.0%. As a reaction SMILES: N[C:2]1[C:6]([C:7]([C:9]2[S:10][CH:11]=[CH:12][CH:13]=2)=[O:8])=CNN=1.[CH3:14][N:15](C)[CH:16]=CC(C1C=C(N(C)C(=O)C)C=CC=1)=O>C(O)(=O)C>[CH3:14][N:15]([CH3:16])[C:6](=[CH2:2])[C:7]([C:9]1[S:10][CH:11]=[CH:12][CH:13]=1)=[O:8]. Procedure: A mixture of (3-amino-1H-pyrazol-4-yl)-2-thienylmethanone (4) (1.93 g, 10 mmol) and N-[3-[3-(dimethylamino)-1-oxo-2-propenyl]-phenyl]-N-methylacetamide (6) (2.46 g, 10 mmol) in glacial acetic acid (100 mL) is refluxed for 8 hrs. Evaporation of all volatiles on a rotary evaporator gives a residue which is partitioned between aqueous saturated sodium bicarbonate and methylene chloride. The methylene chloride layer is dried over sodium sulfate and filtered. Two additional volumes of methylene chlor... Starting materials: FC(CS)(F)F (2,2,2-trifluoroethanethiol), C(C#C)O (prop-2-yne-1-ol), [OH-].[K+] (potassium hydroxide), CN(C=O)C (dimethylformamide). Solvent: O (water). Reaction conditions: time 20 hour. Product: OCC=CSCC(F)(F)F (1-hydroxy-3-(2,2,2-trifluoroethylthio)-prop-2-ene). RXN SMILES: [F:1][C:2]([F:6])([F:5])[CH2:3][SH:4].[CH2:7]([OH:10])[C:8]#[CH:9].[OH-].[K+].CN(C)C=O>O>[OH:10][CH2:7][CH:8]=[CH:9][S:4][CH2:3][C:2]([F:6])([F:5])[F:1] |f:2.3|. Procedure details: A mixture of 2.32 g 2,2,2-trifluoroethanethiol, 1.12 prop-2-yne-1-ol, 300 mg potassium hydroxide and 40 ml dimethylformamide is stirred at ambient temperature for 20 hours. The mixture is poured into 150 ml of water and extracted with 100 ml ethyl acetate (3 times). The organic phase is washed with water, dried and concentrated. The crude product is purified by column chromatography to obtain 75 mg of pure 1-hydroxy-3-(2,2,2-trifluoroethylthio)-prop-2-ene. Starting materials: aqueous solution, [OH-].[Na+] (sodium hydroxide), NC1=C(C=C(C=C1)C=1OC2=C(C(C1)=O)C(=C(C=C2F)F)NCC(=O)OCC)F (2-(4-amino-3-fluorophenyl)-5-ethoxycarbonylmethylamino-6,8-difluoro-4H-1-benzopyran-4-one). Run in C(C)O (ethanol). Conditions: temperature 50 celsius, time 40 minute. Yields the product NC1=C(C=C(C=C1)C=1OC2=C(C(C1)=O)C(=C(C=C2F)F)NCC(=O)O)F (2-(4-Amino-3-fluorophenyl)-5-carboxymethylamino-6,8-difluoro-4H-1-benzopyran-4-one). Yield: 52.2%. Reaction SMILES: [NH2:1][C:2]1[CH:7]=[CH:6][C:5]([C:8]2[O:9][C:10]3[C:18]([F:19])=[CH:17][C:16]([F:20])=[C:15]([NH:21][CH2:22][C:23]([O:25]CC)=[O:24])[C:11]=3[C:12](=[O:14])[CH:13]=2)=[CH:4][C:3]=1[F:28].[OH-].[Na+]>C(O)C>[NH2:1][C:2]1[CH:7]=[CH:6][C:5]([C:8]2[O:9][C:10]3[C:18]([F:19])=[CH:17][C:16]([F:20])=[C:15]([NH:21][CH2:22][C:23]([OH:25])=[O:24])[C:11]=3[C:12](=[O:14])[CH:13]=2)=[CH:4][C:3]=1[F:28] |f:1.2|. Reported procedure: 305 mg (0.779 mmol) of the above 2-(4-amino-3-fluorophenyl)-5-ethoxycarbonylmethylamino-6,8-difluoro-4H-1-benzopyran-4-one was dissolved in 20 mL of ethanol, a 2N aqueous solution of sodium hydroxide was added and the mixture was stirred at 50° C. for 40 minutes. The reaction solution was cooled on ice and the crystals were collected by filtration. The crystals were suspended in water, the suspension was adjusted to pH 2 by addition of hydrochloric acid thereto, and the crystals were collected b...